Task: describe an organic reaction: reactants, conditions, products, and yield. Dataset: the Open Reaction Database (ORD), a public repository of structured organic reaction records Starting materials: BrC=1C=C(C(=O)OC)C=C(C1C)Br (methyl 3,5-dibromo-4-methylbenzoate), [BH4-].[Na+] (NaBH4), Cl (HCl). Run in C(C)O (ethanol). The product is Hexanes EtOAc, BrC=1C=C(C=C(C1C)Br)CO ((3,5-dibromo-4-methyl-phenyl)-methanol). Isolated yield 72.9%. RXN SMILES: [Br:1][C:2]1[CH:3]=[C:4]([CH:9]=[C:10]([Br:13])[C:11]=1[CH3:12])[C:5](OC)=[O:6].[BH4-].[Na+].Cl>C(O)C>[Br:1][C:2]1[CH:3]=[C:4]([CH2:5][OH:6])[CH:9]=[C:10]([Br:13])[C:11]=1[CH3:12] |f:1.2|. Reported procedure: A mixture of methyl 3,5-dibromo-4-methylbenzoate (15 g, 48.706 mmol), NaBH4 (5.53 g, 146.18 mmol) and absolute ethanol (175 mL) was heated to reflux for 4 h. The mixture was cooled, followed by acidification with 2N HCl. The solids were filtered through celite and rinsed with EtOAc. The filtrate was poured onto water and extracted. The organic layer was washed with brine and dried (Na2SO4). Chromatography (Hexanes/EtOAc) afforded (3,5-dibromo-4-methyl-phenyl)-methanol (9.94 g) as a white solid. ... The reactants are C1CCOC1 (THF), solution, COC1=CC=C2C(CC(OC2=C1)=O)(C)C (7-methoxy-4,4-dimethylchroman-2-one), [H-].[Al+3].[Li+].[H-].[H-].[H-] (lithium aluminum hydride). Solvent: O (H2O). Run at temperature 0 celsius, time 1 hour. Yields the product OCCC(C)(C)C1=C(C=C(C=C1)OC)O (2-(3-Hydroxy-1,1-dimethylpropyl)-5-methoxyphenol). The yield is 72.4%. RXN SMILES: C1COCC1.[CH3:6][O:7][C:8]1[CH:17]=[C:16]2[C:11]([C:12]([CH3:20])([CH3:19])[CH2:13][C:14](=[O:18])[O:15]2)=[CH:10][CH:9]=1.[H-].[Al+3].[Li+].[H-].[H-].[H-]>O>[OH:18][CH2:14][CH2:13][C:12]([C:11]1[CH:10]=[CH:9][C:8]([O:7][CH3:6])=[CH:17][C:16]=1[OH:15])([CH3:20])[CH3:19] |f:2.3.4.5.6.7|. Reported procedure: To a tetrahydorofran (THF) (20 ml) solution of 7-methoxy-4,4-dimethylchroman-2-one (4.1 g, 19.7 mmol) was added lithium aluminum hydride (750 mg, 19.7 mmol) at 0° C. The reaction mixture was stirred at 0° C. for 1 hour. To the mixture was added H2O (1 ml) carefully to form a white prepicitate. The organic layer was dried over magnesium sulfate. After filtration to separate solvent and magnesium sulfate and precipitate, the solvent was removed under reduced pressure to give a residue, which was a...